This data is from the Open Reaction Database (ORD), a public repository of structured organic reaction records. The task is: describe an organic reaction: reactants, conditions, products, and yield The reactants are FC(C(=O)O)(F)F.C(C)S(=O)(=O)N1CCC(CC1)C1=CNC2=C(C=C(C=C12)C1=CC(=CC(=C1)CNC[C@H]1OCCC1)F)C(=O)N (3-[1-(ethylsulfonyl)-4-piperidinyl]-5-[3-fluoro-5-({[(2S)-tetrahydro-2-furanylmethyl]amino}methyl)phenyl]-1H-indole-7-carboxamide trifluoroacetate), O1[C@@H](CCC1)CN (1-[(2S)-tetrahydro-2-furanyl]methanamine). Yields the product FC(C(=O)O)(F)F.C(C)S(=O)(=O)N1CCC(CC1)C1=CNC2=C(C=C(C=C12)C1=CC(=CC(=C1)CN[C@@H](C(C)(C)C)C)F)C(=O)N (3-[1-(ethylsulfonyl)-4-piperidinyl]-5-[3-fluoro-5-({[(1R)-1,2,2-trimethylpropyl]amino}methyl)phenyl]-1H-indole-7-carboxamide trifluoroacetate). Isolated yield 43.6%. Reaction SMILES: [F:1][C:2]([F:7])([F:6])[C:3]([OH:5])=[O:4].[CH2:8]([S:10]([N:13]1[CH2:18][CH2:17][CH:16]([C:19]2[C:27]3[C:22](=[C:23]([C:43]([NH2:45])=[O:44])[CH:24]=[C:25]([C:28]4[CH:33]=[C:32]([CH2:34][NH:35][CH2:36][C@@H:37]5CCCO5)[CH:31]=[C:30]([F:42])[CH:29]=4)[CH:26]=3)[NH:21][CH:20]=2)[CH2:15][CH2:14]1)(=[O:12])=[O:11])[CH3:9].O1[CH2:50][CH2:49][CH2:48][C@H]1CN>>[F:1][C:2]([F:7])([F:6])[C:3]([OH:5])=[O:4].[CH2:8]([S:10]([N:13]1[CH2:14][CH2:15][CH:16]([C:19]2[C:27]3[C:22](=[C:23]([C:43]([NH2:45])=[O:44])[CH:24]=[C:25]([C:28]4[CH:33]=[C:32]([CH2:34][NH:35][C@H:36]([CH3:37])[C:49]([CH3:48])([CH3:50])[CH3:2])[CH:31]=[C:30]([F:42])[CH:29]=4)[CH:26]=3)[NH:21][CH:20]=2)[CH2:17][CH2:18]1)(=[O:11])=[O:12])[CH3:9] |f:0.1,3.4|. Procedure: The title compound was prepared according to the general procedure of 3-[1-(ethylsulfonyl)-4-piperidinyl]-5-[3-fluoro-5-({[(2S)-tetrahydro-2-furanylmethyl]amino}methyl)phenyl]-1H-indole-7-carboxamide trifluoroacetate, substituting (2R)-3,3-dimethyl-2-butanamine (52 mg, 0.525 mmol) for 1-[(2S)-tetrahydro-2-furanyl]methanamine to afford 24.9 mg of the title compound (43.6%).